Dataset: the Open Reaction Database (ORD), a public repository of structured organic reaction records. Task: describe an organic reaction: reactants, conditions, products, and yield Yields the product FC=1C(=C(C=CC1)C(=O)N1CC2CN(CC2C1)C1=NC2=CC=C(C=C2C=N1)F)C1=NC=CC=N1 ((3-Fluoro-2-(pyrimidin-2-yl)phenyl)(5-(6-fluoroquinazolin-2-yl)hexahydropyrrolo[3,4-c]pyrrol-2(1H)-yl)methanone). Procedure details: The title compound was prepared in a manner analogous to Example 15, utilizing Intermediate 43 and 3-fluoro-2-(pyrimidin-2-yl)benzoic acid. MS (ESI): mass calculated for C25H20F2N6O, 458.17; m/z found 459.1 [M+H]+. 1H NMR (500 MHz, CDCl3): 8.98 (d, J=8.1, 1H), 8.82-8.74 (m, 2H), 7.61 (dt, J=12.7, 6.4, 1H), 7.53-7.41 (m, 2H), 7.31 (td, J=8.0, 2.7, 1H), 7.25-7.18 (m, 2H), 7.15 (t, J=4.9, 1H), 4.00-3.88 (m, 1H), 3.89-3.69 (m, 3H), 3.68-3.52 (m, 3H), 3.36 (dd, J=10.9, 4.6, 1H), 3.14-2.97 (m, 2H). Starting materials: FC=1C=C2C=NC(=NC2=CC1)N1CC2CNCC2C1 (6-Fluoro-2-(hexahydropyrrolo[3,4-c]pyrrol-2(1H)-yl)quinazoline), FC=1C(=C(C(=O)O)C=CC1)C1=NC=CC=N1 (3-fluoro-2-(pyrimidin-2-yl)benzoic acid). As a reaction SMILES: [F:1][C:2]1[CH:3]=[C:4]2[C:9](=[CH:10][CH:11]=1)[N:8]=[C:7]([N:12]1[CH2:19][CH:18]3[CH:14]([CH2:15][NH:16][CH2:17]3)[CH2:13]1)[N:6]=[CH:5]2.[F:20][C:21]1[C:22]([C:30]2[N:35]=[CH:34][CH:33]=[CH:32][N:31]=2)=[C:23]([CH:27]=[CH:28][CH:29]=1)[C:24](O)=[O:25]>>[F:20][C:21]1[C:22]([C:30]2[N:31]=[CH:32][CH:33]=[CH:34][N:35]=2)=[C:23]([C:24]([N:16]2[CH2:17][CH:18]3[CH:14]([CH2:13][N:12]([C:7]4[N:6]=[CH:5][C:4]5[C:9](=[CH:10][CH:11]=[C:2]([F:1])[CH:3]=5)[N:8]=4)[CH2:19]3)[CH2:15]2)=[O:25])[CH:27]=[CH:28][CH:29]=1. Starting materials: BrC1=CC=C(C=C1)CC(=O)Cl ((4-Bromo-phenyl)-acetyl chloride), N1CCS(CC1)(=O)=O (thiomorpholine 1,1-dioxide). Solvent: C(Cl)Cl (CH2Cl2), C(Cl)Cl (CH2Cl2). The product is BrC1=CC=C(C=C1)CC(=O)N1CCS(CC1)(=O)=O (2-(4-Bromo-phenyl)-1-(1,1-dioxido-thiomorpholin-4-yl)-ethanone). Reaction SMILES: [Br:1][C:2]1[CH:7]=[CH:6][C:5]([CH2:8][C:9](Cl)=[O:10])=[CH:4][CH:3]=1.[NH:12]1[CH2:17][CH2:16][S:15](=[O:19])(=[O:18])[CH2:14][CH2:13]1>C(Cl)Cl>[Br:1][C:2]1[CH:7]=[CH:6][C:5]([CH2:8][C:9]([N:12]2[CH2:17][CH2:16][S:15](=[O:19])(=[O:18])[CH2:14][CH2:13]2)=[O:10])=[CH:4][CH:3]=1. Reported procedure: A solution of 1.17 g (5 mmol) (4-Bromo-phenyl)-acetyl chloride (CAS 37859-24-8) in 25 ml CH2Cl2 is added dropwise to a solution of 710 mg (5.25 mmol) thiomorpholine 1,1-dioxide in 25 ml CH2Cl2. After complete addition, the reaction mixture is partitioned between water and CH2Cl2. The aqueous phase is re-extracted twice with CH2Cl2. The combined organic solution is washed with brine, dried over Na2SO4 and concentrated in vacuo to afford the title compound as a light yellow residue. Reactants: C(C)(C)(C)C1=C(C(=CC2=C1C=CO2)C(C)(C)C)O (4,6-Di-tert-butyl-5-hydroxybenzofuran). Reagents/catalysts: [Pd] (Pd on carbon). Run in C(C)(=O)O (acetic acid). Reaction conditions: time 15 minute. Product: C(C)(C)(C)C1=C(C(=CC2=C1CCO2)C(C)(C)C)O (4,6-di-tert-butyl-5-hydroxy-2,3-dihydrobenzofuran). The yield is 72.7%. RXN SMILES: [C:1]([C:5]1[C:10]2[CH:11]=[CH:12][O:13][C:9]=2[CH:8]=[C:7]([C:14]([CH3:17])([CH3:16])[CH3:15])[C:6]=1[OH:18])([CH3:4])([CH3:3])[CH3:2]>C(O)(=O)C.[Pd]>[C:1]([C:5]1[C:10]2[CH2:11][CH2:12][O:13][C:9]=2[CH:8]=[C:7]([C:14]([CH3:17])([CH3:16])[CH3:15])[C:6]=1[OH:18])([CH3:4])([CH3:3])[CH3:2]. Reported procedure: 4,6-Di-tert-butyl-5-hydroxybenzofuran (6.0 g) was dissolved in acetic acid (50 ml). After addition of 10% Pd on carbon (5.0 g), the solution was stirred under a hydrogen atmosphere (4 atm.) for 15 min. After filtering off the Pd on carbon, the filtrate was concentrated under vacuum. The concentrate was purified by silica gel chromatography (10% ethyl acetate in n-hexane) to afford 4,6-di-tert-butyl-5-hydroxy-2,3-dihydrobenzofuran [4.4 g (yield, 73%)] as a colorless, fine-grained crystal. Starting materials: ONC(CS(=O)(=O)N1CCN(CC1)C1=CC=C(C=C1)F)C1=CC=CC=C1 (1-[2-(hydroxyamino)-2-phenylethanesulfonyl]-4-(4-fluorophenyl)piperazine), C(C)(=O)OC(C)=O (acetic anhydride). Solvent: C1CCOC1 (THF), C(=O)O (formic acid), C(=O)O (formic acid). Reaction conditions: time 1 hour. The product is C(=O)N(O)C(CS(=O)(=O)N1CCN(CC1)C1=CC=C(C=C1)F)C1=CC=CC=C1 (1-[2-(N-formyl-N-hydroxyamino)-2-phenylethanesulfonyl]-4-(4-fluorophenyl)piperazine). Isolated yield 61.0%. RXN SMILES: [OH:1][NH:2][CH:3]([C:21]1[CH:26]=[CH:25][CH:24]=[CH:23][CH:22]=1)[CH2:4][S:5]([N:8]1[CH2:13][CH2:12][N:11]([C:14]2[CH:19]=[CH:18][C:17]([F:20])=[CH:16][CH:15]=2)[CH2:10][CH2:9]1)(=[O:7])=[O:6].[C:27](OC(=O)C)(=[O:29])C>C1COCC1.C(O)=O>[CH:27]([N:2]([CH:3]([C:21]1[CH:26]=[CH:25][CH:24]=[CH:23][CH:22]=1)[CH2:4][S:5]([N:8]1[CH2:13][CH2:12][N:11]([C:14]2[CH:19]=[CH:18][C:17]([F:20])=[CH:16][CH:15]=2)[CH2:10][CH2:9]1)(=[O:6])=[O:7])[OH:1])=[O:29]. Reported procedure: To a solution of 1-[2-(hydroxyamino)-2-phenylethanesulfonyl]-4-(4-fluorophenyl)piperazine (338 mg, 0.89 mmol) in THF (5 ml) and formic acid (2 ml) was added a preformed mixture of formic acid (2 ml) and acetic anhydride (0.5 ml). The mixture was stirred at room temperature for one hour. The mixture was evaporated in vacuo and toluene (2×5 ml) was added and evaporated in vacuo. The residue was taken in CH2Cl2-methanol (6 ml, 9:1) and silica (1 g) was added. The mixture was stirred for 18 hours. T...